Dataset: the Open Reaction Database (ORD), a public repository of structured organic reaction records. Task: describe an organic reaction: reactants, conditions, products, and yield Reactants: C1(=CC=CC=C1)CCC(=O)N[C@@H](CC1=CC=CC=C1)C(=O)N[C@@H]1C(N[C@H]1OC(C)=O)=O ((3S,4S)-3-{N-(3-phenylpropionoyl)-L-phenylalanyl}amino-4-acetoxy-azetidin-2-one), [Si](C)(C)(C(C)(C)C)OCC(O)C1=CC=CC=C1 (2-(tert-butyldimethylsilyl)oxy-1-phenylethanol), O (water). Reagents/catalysts: O.O.C(C)(=O)[O-].[Zn+2].C(C)(=O)[O-] (zinc acetate dihydrate). The solvent is C1=CC=CC=C1 (benzene), C1(=CC=CC=C1)C (toluene). Product: C1(=CC=CC=C1)CCC(=O)N[C@@H](CC1=CC=CC=C1)C(=O)N[C@@H]1C(N[C@@H]1OC(CO[Si](C)(C)C(C)(C)C)C1=CC=CC=C1)=O ((3S,4R)-3-{N-(3-phenylpropionoyl)-L-phenylalanyl}amino-4-{2-(tert-butyidimethylsilyl)oxy-1-phenyl ethoxy}-azetidin-2-one). The yield is 7.0%. RXN SMILES: [C:1]1([CH2:7][CH2:8][C:9]([NH:11][C@H:12]([C:20]([NH:22][C@H:23]2[C@H:26](OC(=O)C)[NH:25][C:24]2=[O:31])=[O:21])[CH2:13][C:14]2[CH:19]=[CH:18][CH:17]=[CH:16][CH:15]=2)=[O:10])[CH:6]=[CH:5][CH:4]=[CH:3][CH:2]=1.[Si:32]([O:39][CH2:40][CH:41]([C:43]1[CH:48]=[CH:47][CH:46]=[CH:45][CH:44]=1)[OH:42])([C:35]([CH3:38])([CH3:37])[CH3:36])([CH3:34])[CH3:33].O>C1C=CC=CC=1.C1(C)C=CC=CC=1.O.O.C([O-])(=O)C.[Zn+2].C([O-])(=O)C>[C:1]1([CH2:7][CH2:8][C:9]([NH:11][C@H:12]([C:20]([NH:22][C@H:23]2[C@@H:26]([O:42][CH:41]([C:43]3[CH:44]=[CH:45][CH:46]=[CH:47][CH:48]=3)[CH2:40][O:39][Si:32]([C:35]([CH3:38])([CH3:37])[CH3:36])([CH3:34])[CH3:33])[NH:25][C:24]2=[O:31])=[O:21])[CH2:13][C:14]2[CH:15]=[CH:16][CH:17]=[CH:18][CH:19]=2)=[O:10])[CH:2]=[CH:3][CH:4]=[CH:5][CH:6]=1 |f:5.6.7.8.9|. Procedure details: A mixture of (3S,4S)-3-{N-(3-phenylpropionoyl)-L-phenylalanyl}amino-4-acetoxy-azetidin-2-one (4.36 g, 10.30 mmole), 2-(tert-butyldimethylsilyl)oxy-1-phenylethanol (2.6 g, 10.30 mmole), and zinc acetate dihydrate (2.26 g, 10.30 mmole) in a mixture of benzene (70 ml) and toluene (70 ml) was refluxed overnight using Dean-Stark water separator. After cooling, the reaction mixture was partitioned between ethyl acetate and water. The organic layer was washed with water, brine and dried over sodium sul...